Dataset: the Open Reaction Database (ORD), a public repository of structured organic reaction records. Task: describe an organic reaction: reactants, conditions, products, and yield Reactants: OC(C(C1=C(C=CC=C1)Cl)N1C=NC=C1)C1=C(C=CC=C1)Cl (1-[2-hydroxy-1,2-di-(2-chlorophenyl)ethyl] imidazole), S(=O)(Cl)Cl (thionyl chloride), [OH-].[NH4+] (ammonium hydroxide). Run in C1=CC=CC=C1 (benzene), C1=CC=CC=C1 (benzene). Product: ClC(C(C1=C(C=CC=C1)Cl)N1C=NC=C1)C1=C(C=CC=C1)Cl (1-[2-chloro-1,2-di-(2-chlorophenyl)ethyl] imidazole). The yield is 94.8%. Reaction SMILES: S(Cl)([Cl:3])=O.O[CH:6]([C:20]1[CH:25]=[CH:24][CH:23]=[CH:22][C:21]=1[Cl:26])[CH:7]([N:15]1[CH:19]=[CH:18][N:17]=[CH:16]1)[C:8]1[CH:13]=[CH:12][CH:11]=[CH:10][C:9]=1[Cl:14].[OH-].[NH4+]>C1C=CC=CC=1>[Cl:3][CH:6]([C:20]1[CH:25]=[CH:24][CH:23]=[CH:22][C:21]=1[Cl:26])[CH:7]([N:15]1[CH:19]=[CH:18][N:17]=[CH:16]1)[C:8]1[CH:13]=[CH:12][CH:11]=[CH:10][C:9]=1[Cl:14] |f:2.3|. Procedure details: A solution of 6 g (0.05 mole) of thionyl chloride dissolved in 20 ml of benzene is added dropwise to a solution containing 11 g (0.033 mole) of 1-[2-hydroxy-1,2-di-(2-chlorophenyl)ethyl] imidazole and 150 ml of benzene at room temperature. The reaction mixture is heated to reflux for 3 hours and is then made basic with 10% ammonium hydroxide solution. The organic product is extracted with ether and the combined ether extracts are washed with water, saturated sodium chloride solution, and dried o... Reactants: C1(=CC=CC=C1)N1N=C(C=C1CCC=O)C(C)C (3-(1-phenyl-3-isopropyl-1H-pyrazol-5-yl)propanal), [BH-](OC(=O)C)(OC(=O)C)OC(=O)C.[Na+] (NaBH(OAc)3), C1(=CC=CC=C1)N1CCNCC1 (1-phenylpiperazine), CCN(C(C)C)C(C)C (DIPEA). Product: C1(=CC=CC=C1)N1CCN(CC1)CCCC1=CC(=NN1C1=CC=CC=C1)C(C)C (1-phenyl-4-(3-(1-phenyl-3-isopropyl-1H-pyrazol-5-yl)propyl)piperazine). As a reaction SMILES: [C:1]1([N:7]2[C:11]([CH2:12][CH2:13][CH:14]=O)=[CH:10][C:9]([CH:16]([CH3:18])[CH3:17])=[N:8]2)[CH:6]=[CH:5][CH:4]=[CH:3][CH:2]=1.[C:19]1([N:25]2[CH2:30][CH2:29][NH:28][CH2:27][CH2:26]2)[CH:24]=[CH:23][CH:22]=[CH:21][CH:20]=1.CCN(C(C)C)C(C)C.[BH-](OC(C)=O)(OC(C)=O)OC(C)=O.[Na+]>>[C:19]1([N:25]2[CH2:30][CH2:29][N:28]([CH2:14][CH2:13][CH2:12][C:11]3[N:7]([C:1]4[CH:6]=[CH:5][CH:4]=[CH:3][CH:2]=4)[N:8]=[C:9]([CH:16]([CH3:18])[CH3:17])[CH:10]=3)[CH2:27][CH2:26]2)[CH:24]=[CH:23][CH:22]=[CH:21][CH:20]=1 |f:3.4|. Procedure: 36 mg (86%) of target compound was obtained by using a method same as in Example 1 by using 3-(1-phenyl-3-isopropyl-1H-pyrazol-5-yl)propanal (26 mg, 0.108 mmol), 1-phenylpiperazine (0.016 mL, 0.108 mmol), DIPEA (0.028 mL, 0.162 mmol) and NaBH(OAc)3 (69 mg, 0.325 mmol). The reactants are O=C([O-])O, COC(=O)c1ccc(CC[NH3+])cc1, CCOC(C)=O, [Cl-], O=C(Cl)OCc1ccccc1, [Na+], C1CCOC1, O. Product: COC(=O)c1ccc(CCNC(=O)OCc2ccccc2)cc1. Reaction SMILES: [C:26](=[O:27])([OH:28])[O-:29].[CH3:2][O:3][C:4](=[O:5])[c:6]1[cH:7][cH:8][c:9]([CH2:12][CH2:13][NH3+:14])[cH:10][cH:11]1.[CH3:31][CH2:32][O:33][C:34](=[O:35])[CH3:36].[Cl-:1].[Cl:15][C:16](=[O:17])[O:18][CH2:19][c:20]1[cH:21][cH:22][cH:23][cH:24][cH:25]1.[Na+:30].[O:37]1[CH2:38][CH2:39][CH2:40][CH2:41]1.[OH2:42]>>[CH3:2][O:3][C:4](=[O:5])[c:6]1[cH:7][cH:8][c:9]([CH2:12][CH2:13][NH:14][C:16](=[O:17])[O:18][CH2:19][c:20]2[cH:21][cH:22][cH:23][cH:24][cH:25]2)[cH:10][cH:11]1. Starting materials: [Cl-] (chloride), OC1=CC(=C(C=C1)C(CC(=O)OC)CCCCC)OC (methyl 3-(4-hydroxy-2-methoxyphenyl)octanoate). As a reaction SMILES: [Cl-:1].[OH:2][C:3]1[CH:8]=[CH:7][C:6]([CH:9]([CH2:15][CH2:16][CH2:17][CH2:18][CH3:19])[CH2:10][C:11]([O:13][CH3:14])=[O:12])=[C:5]([O:20][CH3:21])[CH:4]=1>C1C=CC=CC=1.C(OCC)(=O)C>[Cl:1][C:8]1[C:3]([OH:2])=[CH:4][C:5]([O:20][CH3:21])=[C:6]([CH:9]([CH2:15][CH2:16][CH2:17][CH2:18][CH3:19])[CH2:10][C:11]([O:13][CH3:14])=[O:12])[CH:7]=1. Procedure details: 604 mg (4.48 mmol) of sufliryl chloride were added to a solution of 1.26 g (4.48 mmol) of methyl 3-(4-hydroxy-2-methoxyphenyl)octanoate (prepared as described in Preparation 44) in 10 ml of benzene, and the resulting mixture was stirred at 70° C. for 3.5 hours. At the end of this time, the reaction mixture was diluted with ethyl acetate, and the diluted solution was washed with an aqueous solution of sodium carbonate, with water and with a saturated aqueous solution of sodium chloride, after whi... Reaction conditions: temperature 70 celsius, time 3.5 hour. Product: ClC=1C(=CC(=C(C1)C(CC(=O)OC)CCCCC)OC)O (Methyl 3-(5-chloro-4-hydroxy-2-methoxyphenyl)octanoate). The yield is 88.0%. Solvent: C1=CC=CC=C1 (benzene), C(C)(=O)OCC (ethyl acetate). The reactants are N(=C=S)C=1C=C(C=CC1)S(=O)(=O)N (3-isothiocyanatobenzenesulfonamide), IC1=C(N)C=CC=C1 (2-iodoaniline), ( 434 ). Product: IC1=C(C=CC=C1)NC(NC=1C=C(C=CC1)S(=O)(=O)N)=S (3-(3-(2-iodophenyl)thioureido)benzenesulfonamide). Reaction SMILES: [N:1]([C:4]1[CH:5]=[C:6]([S:10]([NH2:13])(=[O:12])=[O:11])[CH:7]=[CH:8][CH:9]=1)=[C:2]=[S:3].[I:14][C:15]1[CH:21]=[CH:20][CH:19]=[CH:18][C:16]=1[NH2:17]>>[I:14][C:15]1[CH:21]=[CH:20][CH:19]=[CH:18][C:16]=1[NH:17][C:2](=[S:3])[NH:1][C:4]1[CH:5]=[C:6]([S:10]([NH2:13])(=[O:11])=[O:12])[CH:7]=[CH:8][CH:9]=1. Procedure: The subject compound was prepared utilizing the procedure described above from 3-isothiocyanatobenzenesulfonamide and 2-iodoaniline. 1H NMR (400 MHz, DMSO-d6) δ 10.07 (s, 1H), 9.52 (s, 1H), 8.01-7.37 (m, 9H), 7.04 (m, 1H); (M+H)+ (434). The reactants are CCOC(=O)c1ccc(N)cc1, CCO, O=Cc1ccccc1[N+](=O)[O-]. Yields the product CCOC(=O)c1ccc(N=Cc2ccccc2[N+](=O)[O-])cc1. RXN SMILES: [CH2:1]([CH3:2])[O:3][C:4]([c:5]1[cH:6][cH:7][c:8]([NH2:11])[cH:9][cH:10]1)=[O:12].[CH3:24][CH2:25][OH:26].[N+:13](=[O:14])([O-:15])[c:16]1[c:17]([CH:18]=[O:19])[cH:20][cH:21][cH:22][cH:23]1>>[CH2:1]([CH3:2])[O:3][C:4]([c:5]1[cH:6][cH:7][c:8]([N:11]=[CH:18][c:17]2[c:16]([N+:13](=[O:14])[O-:15])[cH:23][cH:22][cH:21][cH:20]2)[cH:9][cH:10]1)=[O:12]. Reactants: C[Si](OC(=C)C=C)(C)C (2-(Trimethylsiloxy)-1,3-butadiene), CC1(N=CCC1)C (3,4-Dihydro-2,2-dimethyl-2H-pyrrole), C(C)#N (acetonitrile), C1CCOC1 (THF). Reagents/catalysts: [Cl-].[Cl-].[Zn+2] (ZnCl2). The solvent is ClCCl (dichloromethane), Cl (HCl). Run at temperature 60 celsius. Yields the product CC1(CCC2CC(CCN12)=O)C (Hexahydro-3,3-dimethylindolizin-7(1H)-one). Yield: 10.9%. Reaction SMILES: [CH3:1][C:2]1([CH3:7])[CH2:6][CH2:5][CH:4]=[N:3]1.C(#N)C.C1COCC1.C[Si](C)(C)[O:18][C:19]([CH:21]=[CH2:22])=[CH2:20]>ClCCl.Cl.[Cl-].[Cl-].[Zn+2]>[CH3:1][C:2]1([CH3:7])[N:3]2[CH:4]([CH2:20][C:19](=[O:18])[CH2:21][CH2:22]2)[CH2:5][CH2:6]1 |f:6.7.8|. Reported procedure: 3,4-Dihydro-2,2-dimethyl-2H-pyrrole (900 mg, 9.3 mmol) was added to acetonitrile (90 ml) in a 250 ml round bottom flask, fitted with water condenser. ZnCl2 (0.5M) in THF (23 ml, 11.6 mmol) was added to the solution and warmed to 60° C. 2-(Trimethylsiloxy)-1,3-butadiene (2.6 g, mmol, 18.4 mmol) was added to the mixture and heated at 90° C. overnight. The solution was cooled to room temperature and diluted with dichloromethane (90 ml) and 1N HCl (90 ml). The two layers were separated, the aqueous ...